From a dataset of the Open Reaction Database (ORD), a public repository of structured organic reaction records. describe an organic reaction: reactants, conditions, products, and yield Reactants: [H-].[Na+] (sodium hydride), C(C)OC(C(C(=O)OCC)C=1OC=CC1)=O (2-furylmalonic acid diethyl ester), C(C)(C)I (isopropyl iodide). The solvent is O1CCCC1 (tetrahydrofuran), O1CCCC1 (tetrahydrofuran). Reaction conditions: time 30 minute. Product: C(C)OC(C(C(=O)OCC)(C(C)C)C=1OC=CC1)=O (2-furyl-2-isopropylmalonic acid diethyl ester). Yield: 92.4%. RXN SMILES: [H-].[Na+].[CH2:3]([O:5][C:6](=[O:18])[CH:7]([C:13]1[O:14][CH:15]=[CH:16][CH:17]=1)[C:8]([O:10][CH2:11][CH3:12])=[O:9])[CH3:4].[CH:19](I)([CH3:21])[CH3:20]>O1CCCC1>[CH2:11]([O:10][C:8](=[O:9])[C:7]([C:13]1[O:14][CH:15]=[CH:16][CH:17]=1)([CH:19]([CH3:21])[CH3:20])[C:6]([O:5][CH2:3][CH3:4])=[O:18])[CH3:12] |f:0.1|. Procedure details: 24 g (1 mol) of sodium hydride were suspended in 100 ml of absolute tetrahydrofuran. A solution of 218.4 g (0.97 mol) of 2-furylmalonic acid diethyl ester in 200 ml of absolute tetrahydrofuran was added dropwise. The temperature rose to 30° (blue suspension). After stirring at 30° for 30 minutes, 340 g (200 ml; 2 mol) of isopropyl iodide were added dropwise within 30 minutes. The reaction mixture was heated to reflux overnight, thereafter evaporated under reduced pressure, and dissolved in ether... Starting materials: C1(CCCCC1)N (cyclohexylamine), CC1CCOS1(=O)=O (2,4-butane sultone). Run in O1CCCC1 (tetrahydrofuran). Product: C1(CCCCC1)NCCC(C)S(=O)(=O)O (4-(cyclohexylamino)-2-butanesulfonic acid). Isolated yield 59.0%. Reaction SMILES: [CH:1]1([NH2:7])[CH2:6][CH2:5][CH2:4][CH2:3][CH2:2]1.[CH3:8][CH:9]1[S:13](=[O:15])(=[O:14])[O:12][CH2:11][CH2:10]1>O1CCCC1>[CH:1]1([NH:7][CH2:11][CH2:10][CH:9]([S:13]([OH:15])(=[O:14])=[O:12])[CH3:8])[CH2:6][CH2:5][CH2:4][CH2:3][CH2:2]1. Procedure: To a solution of cyclohexylamine (1.50 g, 15.1 mmol) in tetrahydrofuran (15 mL) was added 2,4-butane sultone (2.04 g, 14.4 mmol). The solution stirred at reflux for 2 hours. The reaction was cooled to room temperature. The solid was collected by filtration and dried in vacuo. Yield: 59%. 1H NMR (DMSO, 500 MHz) δ ppm 8.50 (s (broad), 1H), 3.02 (m, 2H), 2.93 (m, 1H), 2.60 (m, 1H), 1.93 (m, 3H), 1.75 (m, 3H), 1.57 (m, 1H), 1.21 (m, 4H), 1.11 (m, 4H). 13C (DMSO, 125 MHz) δ ppm 56.23, 53.20, 43.09, 2... Reactants: COC(=O)c1cn(S(=O)(=O)c2ccccc2)c(Br)c1C(C)C, CC(C)C[Al+]CC(C)C, C[N+]1([O-])CCOCC1, Cc1ccccc1, [H-]. Yields the product CC(C)c1c(C=O)cn(S(=O)(=O)c2ccccc2)c1Br. Reaction SMILES: [Br:1][c:2]1[c:3]([CH:20]([CH3:21])[CH3:22])[c:4]([C:16](=[O:17])[O:18][CH3:19])[cH:5][n:6]1[S:7](=[O:8])(=[O:9])[c:10]1[cH:11][cH:12][cH:13][cH:14][cH:15]1.[CH2:24]([Al+:25][CH2:26][CH:27]([CH3:28])[CH3:29])[CH:30]([CH3:31])[CH3:32].[CH3:33][N+:34]1([O-:40])[CH2:35][CH2:36][O:37][CH2:38][CH2:39]1.[CH3:41][c:42]1[cH:43][cH:44][cH:45][cH:46][cH:47]1.[H-:23]>>[Br:1][c:2]1[c:3]([CH:20]([CH3:21])[CH3:22])[c:4]([CH:16]=[O:17])[cH:5][n:6]1[S:7](=[O:8])(=[O:9])[c:10]1[cH:11][cH:12][cH:13][cH:14][cH:15]1. RXN SMILES: [Br:1][C:2]1[CH:3]=[C:4]2[C:9](=[CH:10][CH:11]=1)[C:8](=[O:12])[NH:7][CH:6]=[CH:5]2.BrC1C=C2C(=CC=1[Cl:24])C(Cl)=NC=C2>>[Br:1][C:2]1[CH:3]=[C:4]2[C:9](=[CH:10][C:11]=1[Cl:24])[C:8](=[O:12])[NH:7][CH:6]=[CH:5]2. Starting materials: BrC=1C=C2C=CNC(C2=CC1)=O (6-Bromo-2H-isoquinolin-1-one), BrC=1C=C2C=CN=C(C2=CC1Cl)Cl (6-Bromo-1,7-dichloro-isoquinoline). Procedure: The title compound was prepared by the method, described for 6-Bromo-2H-isoquinolin-1-one (6), starting from 6-Bromo-1,7-dichloro-isoquinoline (11). Rt=1.26 min (Method C). Detected mass: 258.2/260.2 (M+H+). Yields the product BrC=1C=C2C=CNC(C2=CC1Cl)=O (6-Bromo-7-chloro-2H-isoquinolin-1-one). Reactants: FC1=CC=C(COC=2N=NC=C3C2NC(=C3C)C)C=C1 (7-(4-fluorobenzyloxy)-2,3-dimethylpyrrolo[2,3-d]pyridazine), ClC=CCCl (1,3-dichloropropene). Yields the product ClC=CCN1C(=C(C=2C1=C(N=NC2)OCC2=CC=C(C=C2)F)C)C (1-(3-Chloro-2-propenyl)-7-(4-fluorobenzyloxy)-2,3-dimethylpyrrolo[2,3-d]pyridazine). The yield is 31.4%. Reaction SMILES: [F:1][C:2]1[CH:20]=[CH:19][C:5]([CH2:6][O:7][C:8]2[N:9]=[N:10][CH:11]=[C:12]3[C:16]([CH3:17])=[C:15]([CH3:18])[NH:14][C:13]=23)=[CH:4][CH:3]=1.[Cl:21][CH:22]=[CH:23][CH2:24]Cl>>[Cl:21][CH:22]=[CH:23][CH2:24][N:14]1[C:13]2=[C:8]([O:7][CH2:6][C:5]3[CH:19]=[CH:20][C:2]([F:1])=[CH:3][CH:4]=3)[N:9]=[N:10][CH:11]=[C:12]2[C:16]([CH3:17])=[C:15]1[CH3:18]. Procedure: The title compound (cis/trans=1/1) was prepared as a pale yellow powder in 31.4% yield in a similar procedure to that described in Example 41 by using 7-(4-fluorobenzyloxy)-2,3-dimethylpyrrolo[2,3-d]pyridazine and 1,3-dichloropropene (a mixture of cis and trans isomers). The product is COC(=O)NC1=CC=CC=2C(C3=CC=CC=C3C(C12)=O)=O (1-methoxycarbonylamino-anthraquinone). The yield is 92.8%. Solvent: O (water). The reactants are [O-][Si]([O-])([O-])[O-].[K+].[K+].[K+].[K+] (potassium water glass), OO (hydrogen peroxide), COC(=O)NC1=CC=CC=2C(C3=CC=CC=C3CC12)=O (4-methoxycarbonylamino-anthrone). Reaction SMILES: [CH3:1][O:2][C:3]([NH:5][C:6]1[C:19]2[CH2:18][C:17]3[C:12](=[CH:13][CH:14]=[CH:15][CH:16]=3)[C:11](=[O:20])[C:10]=2[CH:9]=[CH:8][CH:7]=1)=[O:4].[O-:21][Si]([O-])([O-])[O-].[K+].[K+].[K+].[K+].OO>O>[CH3:1][O:2][C:3]([NH:5][C:6]1[C:19]2[C:18](=[O:21])[C:17]3[C:12](=[CH:13][CH:14]=[CH:15][CH:16]=3)[C:11](=[O:20])[C:10]=2[CH:9]=[CH:8][CH:7]=1)=[O:4] |f:1.2.3.4.5|. Reported procedure: 135.5 g (0.5 mole) of 4-methoxycarbonylamino-anthrone in 1.5 liters of water are warmed to 70° C. After adding 50 ml of potassium water glass (d = 1.25), 400 ml of a hydrogen peroxide solution which contains 80 g per liter are added dropwise. The mixture is then stirred until the thin layer chromatogram of a sample which is withdrawn indicates the end of the reaction. In the course of the oxidation, the suspension has developed an intense reddish-tinged yellow color. The suspension is filtered a... The product is CCOC(=O)CNCc1ccccn1. Starting materials: CCOC(=O)CBr, O=C([O-])[O-], CN(C)C=O, [K+], [K+], NCc1ccccn1, O. RXN SMILES: [Br:15][CH2:16][C:17](=[O:18])[O:19][CH2:20][CH3:21].[C:1](=[O:2])([O-:3])[O-:4].[CH3:23][N:24]([CH3:25])[CH:26]=[O:27].[K+:5].[K+:6].[NH2:7][CH2:8][c:9]1[n:10][cH:11][cH:12][cH:13][cH:14]1.[OH2:22]>>[NH:7]([CH2:8][c:9]1[n:10][cH:11][cH:12][cH:13][cH:14]1)[CH2:16][C:17](=[O:18])[O:19][CH2:20][CH3:21].